From a dataset of the Open Reaction Database (ORD), a public repository of structured organic reaction records. describe an organic reaction: reactants, conditions, products, and yield The reactants are COCCOCCOC, Cc1cc(O)cc(=O)o1, O=[Se]=O. Product: O=Cc1cc(O)cc(=O)o1. RXN SMILES: [CH3:13][O:14][CH2:15][CH2:16][O:17][CH2:18][CH2:19][O:20][CH3:21].[CH3:1][c:2]1[cH:3][c:4]([OH:9])[cH:5][c:6](=[O:8])[o:7]1.[Se:10](=[O:11])=[O:12]>>[CH:1]([c:2]1[cH:3][c:4]([OH:9])[cH:5][c:6](=[O:8])[o:7]1)=[O:11]. Reactants: ClC1=CC=C(OCC2=NC3=C(N2CCCCCC2CCN(CC2)C(=O)OC(C)(C)C)C=CC=C3OCCCCCC3CCN(CC3)C(=O)OC(C)(C)C)C=C1 (2-(4-chlorophenoxymethyl)-4-[5-[1-(t-butoxycarbonyl)piperidin-4-yl]pentoxy]-1-[5-[1-(t-butoxycarbonyl)piperidin-4-yl]pentyl]benzimidazole), FC(C(=O)O)(F)F (trifluoroacetic acid). Yields the product ClC1=CC=C(OCC2=NC3=C(N2CCCCCC2CCNCC2)C=CC=C3OCCCCCC3CCNCC3)C=C1 (2-(4-chlorophenoxymethyl)-4-[5-(piperidin-4-yl)pentoxy]-1-[5-(piperidin-4-yl]pentyl]benzimidazole). Reaction SMILES: [Cl:1][C:2]1[CH:55]=[CH:54][C:5]([O:6][CH2:7][C:8]2[N:12]([CH2:13][CH2:14][CH2:15][CH2:16][CH2:17][CH:18]3[CH2:23][CH2:22][N:21](C(OC(C)(C)C)=O)[CH2:20][CH2:19]3)[C:11]3[CH:31]=[CH:32][CH:33]=[C:34]([O:35][CH2:36][CH2:37][CH2:38][CH2:39][CH2:40][CH:41]4[CH2:46][CH2:45][N:44](C(OC(C)(C)C)=O)[CH2:43][CH2:42]4)[C:10]=3[N:9]=2)=[CH:4][CH:3]=1.FC(F)(F)C(O)=O>>[Cl:1][C:2]1[CH:3]=[CH:4][C:5]([O:6][CH2:7][C:8]2[N:12]([CH2:13][CH2:14][CH2:15][CH2:16][CH2:17][CH:18]3[CH2:23][CH2:22][NH:21][CH2:20][CH2:19]3)[C:11]3[CH:31]=[CH:32][CH:33]=[C:34]([O:35][CH2:36][CH2:37][CH2:38][CH2:39][CH2:40][CH:41]4[CH2:46][CH2:45][NH:44][CH2:43][CH2:42]4)[C:10]=3[N:9]=2)=[CH:54][CH:55]=1. Procedure: The title compound is prepared from 2-(4-chlorophenoxymethyl)-4-[5-[1-(t-butoxycarbonyl)piperidin-4-yl]pentoxy]-1-[5-[1-(t-butoxycarbonyl)piperidin-4-yl]pentyl]benzimidazole by standard deprotection techniques using trifluoroacetic acid. Reactants: CC1=C(N)C(=CC=C1C)C (2,3,6-trimethylaniline), O.O.O.C(C)(=O)[O-].[Na+] (sodium acetate trihydrate), C(C)(=O)O (acetic acid), ClCC(=O)Cl (chloroacetyl chloride). Run in O (water). Conditions: time 30 minute. Product: ClCC(=O)NC1=C(C(=CC=C1C)C)C (2-chloro-2',3',6'-trimethylacetanilide). Reaction SMILES: [CH3:1][C:2]1[C:8]([CH3:9])=[CH:7][CH:6]=[C:5]([CH3:10])[C:3]=1[NH2:4].C(O)(=O)C.[Cl:15][CH2:16][C:17](Cl)=[O:18].O.O.O.C([O-])(=O)C.[Na+]>O>[Cl:15][CH2:16][C:17]([NH:4][C:3]1[C:5]([CH3:10])=[CH:6][CH:7]=[C:8]([CH3:9])[C:2]=1[CH3:1])=[O:18] |f:3.4.5.6.7|. Procedure details: A mixture of 7.8 g of 2,3,6-trimethylaniline R. A. Scherrer and H. R. Beatty, J. Org. Chem. 37, 1681 (1972), and 50 ml glacial acetic acid was cooled to 10° C. in a glass stoppered bottle, 7.23 g chloroacetyl chloride was added, mixed quickly and followed immediately by a cooled solution of 19.3 g sodium acetate trihydrate in 80 ml water. The mixture was shaked for 30 min. and the solid material was filtered off and washed carefully with water. After drying, a yield of 9.94 g (81%) was obtained.... The reactants are N1=CC(=CC=C1)CCCCCC#N (3-pyridinehexanenitrile), [H][H] (hydrogen). Reagents/catalysts: [Co] (cobalt). Run in C(C)N(CC)CC (triethylamine), CO (methanol). The product is N1=CC(=CC=C1)CCCCCCN (3-pyridinehexanamine). The yield is 87.1%. RXN SMILES: [N:1]1[CH:6]=[CH:5][CH:4]=[C:3]([CH2:7][CH2:8][CH2:9][CH2:10][CH2:11][C:12]#[N:13])[CH:2]=1.[H][H]>CO.C(N(CC)CC)C.[Co]>[N:1]1[CH:6]=[CH:5][CH:4]=[C:3]([CH2:7][CH2:8][CH2:9][CH2:10][CH2:11][CH2:12][NH2:13])[CH:2]=1. Reported procedure: A solution of 52.15 g of 3-pyridinehexanenitrile in 600 ml of methanol and 13 ml of triethylamine was hydrogenated over 13 g of Raney cobalt at an initial hydrogen pressure of 1000 psi and 100° C. The cooled mixture was filtered and concentrated. The residue was distilled to give 46.5 g (87%) of 3-pyridinehexanamine, bp 102°-107° C./0.2 mm. This material was purified through its phthalimide which was formed by reaction with 39.53 g of phthalic anhydride in 300 ml of glacial acetic acid at reflux... Reactants: BrC=1C2=C(C=3NC(C(N(C3C1)O)=O)=O)N=CC=C2 (6-Bromo-4-hydroxypyrido[2,3-f]quinoxaline-2,3(1H,4H)-dione). Reagents/catalysts: [Pd] (Pd). Solvent: CN(C=O)C (dimethylformamide). Product: ON1C(C(NC=2C3=C(C=CC12)C=CC=N3)=O)=O (4-hydroxypyrido[2,3-f]quinoxaline-2,3(1H,4H)-dione). The yield is 87.3%. Reaction SMILES: Br[C:2]1[C:3]2[CH:18]=[CH:17][CH:16]=[N:15][C:4]=2[C:5]2[NH:6][C:7](=[O:14])[C:8](=[O:13])[N:9]([OH:12])[C:10]=2[CH:11]=1>CN(C)C=O.[Pd]>[OH:12][N:9]1[C:10]2[CH:11]=[CH:2][C:3]3[CH:18]=[CH:17][CH:16]=[N:15][C:4]=3[C:5]=2[NH:6][C:7](=[O:14])[C:8]1=[O:13]. Reported procedure: 0.3 g (1.0 mmol) 6-Bromo-4-hydroxypyrido[2,3-f]quinoxaline-2,3(1H,4H)-dione in 20 ml dimethylformamide was hydrogenated at atm. pressure by using 300 mg Pd/c (5%) as a catalyst. The reaction mixture was filtered and the filtrate was evaporated in vacuo. The residue was stirred with ethanol and the precipitate was filtered off to give 0.2 g (90%) of 4-hydroxypyrido[2,3-f]quinoxaline-2,3(1H,4H)-dione. M.p. decomp. MS m/z: 229 (M+, 25%), 212 (100%), 185 (45%). Reactants: C(CCCCCCCCC)O (1-decanol), RuCl2 (PPh3)3, RhCl(PPh3)3, C(C1=CC=CC=C1)=CC(=O)C1=CC=CC=C1 (benzalacetophenone). The solvent is CN1C(CCC1)=O (N-methyl-2-pyrrolidinone). Reaction conditions: temperature 125 celsius, time 40 hour. The product is CCCCCCCCC (nonane). Isolated yield 16.1%. RXN SMILES: [CH2:1](O)[CH2:2][CH2:3][CH2:4][CH2:5][CH2:6][CH2:7][CH2:8][CH2:9]C.C(=CC(C1C=CC=CC=1)=O)C1C=CC=CC=1>CN1CCCC1=O>[CH3:1][CH2:2][CH2:3][CH2:4][CH2:5][CH2:6][CH2:7][CH2:8][CH3:9]. Procedure details: In a typical combined dehydrogenation/decarbonylation, 1-decanol (398 μmol) was treated with RuCl2 (PPh3)3 (19 μmol), RhCl(PPh3)3 (96 pmol) and benzalacetophenone (438 pmol) in 2 ml of N-methyl-2-pyrrolidinone and heated under nitrogen at 125° C. After 40 hours, 64 μmol of nonane had formed; after 6 days the yield of nonane was 92 μmol (96% based on Rh). Reactants: ClC1=CC=C(C=O)C=C1 (p-chloro benzaldehyde), CC=O (CH3CHO), τ(CDCl3), NO (NH2OH), ClC1=CC=C(C=CC=O)C=C1 (p-chlorocinnamaldehyde). The solvent is CCO (EtOH). Product: ClC1=CC=C(C=CC#N)C=C1 (p-Chlorocinnamonitrile), ClC1=CC=C(C=CC=O)C=C1 (p-Chlorocinnamaldehyde). As a reaction SMILES: [NH2:1]O.[Cl:3][C:4]1[CH:13]=[CH:12][C:7]([CH:8]=[CH:9][CH:10]=[O:11])=[CH:6][CH:5]=1.ClC1C=CC(C=O)=CC=1.CC=O>CCO>[Cl:3][C:4]1[CH:13]=[CH:12][C:7]([CH:8]=[CH:9][C:10]#[N:1])=[CH:6][CH:5]=1.[Cl:3][C:4]1[CH:5]=[CH:6][C:7]([CH:8]=[CH:9][CH:10]=[O:11])=[CH:12][CH:13]=1. Procedure: Hydroxylamine hydrochloride (13.0 g.) was dissolved in dry methanol (100 ml.) and neutralised to phenolphthalein with a solution of sodium (6 g.) in methanol (60 ml.). The precipitated sodium chloride was filtered off and the filtrate was refluxed with p-chlorocinnamonitrile (9.4 g.) for 2 hrs. Thin layer chromatography showed the reaction to be complete after this time. The reaction mixture was evaporated to dryness in vacuo and the residue was crystallised from ethanol to produce colourless of... Starting materials: FC=1C=C2C(CNC2=CC1)(C)C (5-fluoro-3,3-dimethyl-2,3-dihydro-1H-indole), water ice, BrBr (Br2). Reagents/catalysts: [O-]S(=O)(=O)[O-].[Ag+].[Ag+] (Ag2SO4). Solvent: OS(=O)(=O)O (H2SO4). Conditions: temperature -5 celsius, time 30 minute. The product is BrN1CC(C2=CC(=CC=C12)F)(C)C (Bromo-5-fluoro-3,3-dimethyl-2,3-dihydro-1H-indole). The yield is 67.4%. RXN SMILES: [F:1][C:2]1[CH:3]=[C:4]2[C:8](=[CH:9][CH:10]=1)[NH:7][CH2:6][C:5]2([CH3:12])[CH3:11].[Br:13]Br>OS(O)(=O)=O.[O-]S([O-])(=O)=O.[Ag+].[Ag+]>[Br:13][N:7]1[C:8]2[C:4](=[CH:3][C:2]([F:1])=[CH:10][CH:9]=2)[C:5]([CH3:12])([CH3:11])[CH2:6]1 |f:3.4.5|. Procedure: To a solution of 5-fluoro-3,3-dimethyl-2,3-dihydro-1H-indole (1.6 g, 9.6 mmol) in 98% H2SO4 (20 mL), Ag2SO4 (1.6 g, 5.1 mmol) was added and the suspension was stirred under nitrogen for 30 minutes. The mixture was then cooled to −5° C., Br2 (508 μL, 9.9 mmol) was slowly added over 15 minutes and stirring maintained at the same temperature for 1 h. The reaction mixture was slowly poured over 200 mL of water/ice and subsequently filtered through Celite. 50% aqueous NaOH was added to the resulting ... Starting materials: BrC=1C=C2CCCN3C2=C(C1)[C@@H]1[C@H]3CCN(C1)C(=O)OC(C)(C)C (tert-butyl (±)cis-2-bromo-5,6,8,9,11,11a-hexahydro-4H-pyrido[3′,4′:4,5]pyrrolo[3,2,1-ij]quinoline-10(7aH)-carboxylate), ClC1=C(C=CC(=C1)C(F)(F)F)B(O)O (2-chloro-4-(trifluoromethyl)phenylboronic acid). Product: ClC1=C(C=CC(=C1)C(F)(F)F)C=1C=C2CCCN3C2=C(C1)[C@@H]1[C@H]3CCN(C1)C(=O)OC(C)(C)C (tert-butyl (±)-cis-2-[2-chloro-4-(trifluoromethyl)phenyl]-5,6,8,9,11,11a-hexahydro-4H-pyrido[3′,4′:4,5]pyrrolo[3,2,1-ij]quinoline-10(7aH)-carboxylate). RXN SMILES: Br[C:2]1[CH:3]=[C:4]2[C:9]3=[C:10]([C@H:12]4[CH2:17][N:16]([C:18]([O:20][C:21]([CH3:24])([CH3:23])[CH3:22])=[O:19])[CH2:15][CH2:14][C@H:13]4[N:8]3[CH2:7][CH2:6][CH2:5]2)[CH:11]=1.[Cl:25][C:26]1[CH:31]=[C:30]([C:32]([F:35])([F:34])[F:33])[CH:29]=[CH:28][C:27]=1B(O)O>>[Cl:25][C:26]1[CH:31]=[C:30]([C:32]([F:33])([F:34])[F:35])[CH:29]=[CH:28][C:27]=1[C:2]1[CH:3]=[C:4]2[C:9]3=[C:10]([C@H:12]4[CH2:17][N:16]([C:18]([O:20][C:21]([CH3:24])([CH3:23])[CH3:22])=[O:19])[CH2:15][CH2:14][C@H:13]4[N:8]3[CH2:7][CH2:6][CH2:5]2)[CH:11]=1. Procedure: The title compound was prepared by the method of Example 109 from tert-butyl (±)cis-2-bromo-5,6,8,9,11,11a-hexahydro-4H-pyrido[3′,4′:4,5]pyrrolo[3,2,1-ij]quinoline-10(7aH)-carboxylate (63 mg, 0.16 mmol) and 2-chloro-4-(trifluoromethyl)phenylboronic acid (69 mg, 0.32 mmol), after chromatographic purification (35.9 mg, 46%) as a white amorphous solid. 1H NMR (CDCl3, 300 MHz) δ7.69 (s, 1H), 7.51 (bd, 1 H, J=8.0 Hz), 7.42 (d, 1H, J=8.1 Hz), 7.04 (s, 1H), 6.97 (s, 1H), 3.60-3.75 (m, 1H), 3.48-60 (m, ... Reactants: C(C)OC(=O)C=1N=CN2C1C(NC1=CC=CC=C21)=O (4-oxo-4,5-dihydroimidazo[1,5-a]quinoxaline 3-carboxylic acid ethyl ester), CI (methyl iodide). Reagents/catalysts: [Ag]=O (silver oxide). Run in CN(C)C=O (DMF). Yields the product C(C)OC(=O)C=1N=CN2C1C(N(C1=CC=CC=C21)C)=O (5-Methyl-4-oxo-4,5-dihydroimidazo[1,5-a]quinoxaline 3-carboxylic acid ethyl ester). Yield: 62.7%. Reaction SMILES: [CH2:1]([O:3][C:4]([C:6]1[N:7]=[CH:8][N:9]2[C:18]3[C:13](=[CH:14][CH:15]=[CH:16][CH:17]=3)[NH:12][C:11](=[O:19])[C:10]=12)=[O:5])[CH3:2].[CH3:20]I>CN(C=O)C.[Ag]=O>[CH2:1]([O:3][C:4]([C:6]1[N:7]=[CH:8][N:9]2[C:18]3[C:13](=[CH:14][CH:15]=[CH:16][CH:17]=3)[N:12]([CH3:20])[C:11](=[O:19])[C:10]=12)=[O:5])[CH3:2]. Procedure: To a solution of 4-oxo-4,5-dihydroimidazo[1,5-a]quinoxaline 3-carboxylic acid ethyl ester (12.4 g) and methyl iodide (98 g) in DMF (1 liter) was added silver oxide (65 g) with stirring. The reaction mixture was stirred at room temperature for 18 hours. After removal of insoluble material the solution was evaporated under oil pump vacuum to dryness. The residue was extracted with chloroform several times. The combined chloroform extracts were washed with water, dried by magnesium sulfate, then ev...